The task is: describe an organic reaction: reactants, conditions, products, and yield. This data is from the Open Reaction Database (ORD), a public repository of structured organic reaction records. Starting materials: C(C)(=O)N[C@H]1C(OCC=C)O[C@@H]([C@H]([C@@]1(O)CC1=CC=CC=C1)OCC1=CC=CC=C1)CO (allyl 2-acetamido-2-deoxy-3,4—O-dibenzyl-glucopyranoside), C(CCCCCCC)(=O)Cl (octanoyl chloride), O (water). Run in C1(=CC=CC=C1)C (toluene). Conditions: temperature 92.5 celsius. Yields the product C(C)(=O)N[C@H]1C(OCC=C)O[C@@H]([C@H]([C@@]1(O)CC1=CC=CC=C1)OCC1=CC=CC=C1)COC(CCCCCCC)=O (allyl 2-acetamido-2-deoxy-6—O-octanoyl-3,4—O-dibenzyl-glucopyranoside). Isolated yield 70.4%. As a reaction SMILES: [C:1]([NH:4][C@@H:5]1[C@@:14]([CH2:16][C:17]2[CH:22]=[CH:21][CH:20]=[CH:19][CH:18]=2)([OH:15])[C@H:13]([O:23][CH2:24][C:25]2[CH:30]=[CH:29][CH:28]=[CH:27][CH:26]=2)[C@@H:12]([CH2:31][OH:32])[O:11][CH:6]1[O:7][CH2:8][CH:9]=[CH2:10])(=[O:3])[CH3:2].[C:33](Cl)(=[O:41])[CH2:34][CH2:35][CH2:36][CH2:37][CH2:38][CH2:39][CH3:40].O>C1(C)C=CC=CC=1>[C:1]([NH:4][C@@H:5]1[C@@:14]([CH2:16][C:17]2[CH:18]=[CH:19][CH:20]=[CH:21][CH:22]=2)([OH:15])[C@H:13]([O:23][CH2:24][C:25]2[CH:26]=[CH:27][CH:28]=[CH:29][CH:30]=2)[C@@H:12]([CH2:31][O:32][C:33](=[O:41])[CH2:34][CH2:35][CH2:36][CH2:37][CH2:38][CH2:39][CH3:40])[O:11][CH:6]1[O:7][CH2:8][CH:9]=[CH2:10])(=[O:3])[CH3:2]. Procedure details: 9.5 g of (e) and 5 g of octanoyl chloride in 150 ml of toluene was heated under reflux at 90-95° C. for 4 h. After cooling, the reaction mixture was poured into 600 ml of water and extracted with toluene. The organic phases were combined, washed with NaHCO3 then with water. Finally, after drying and evaporating off the solvents, the crude product was purified over silica to recover 8.6 g of (f) (Yield: 70%). Reactants: C(C)N1N=C(C=C1C1=CN(C2=CC(=CC=C12)[N+](=O)[O-])C(C)C)C#N (1-Ethyl-5-(1-isopropyl-6-nitro-1H-indol-3-yl)-1H-pyrazole-3-carbonitrile), O.O.[Sn](Cl)Cl (tin(II) chloride dihydrate), C([O-])(O)=O.[Na+] (sodium bicarbonate). The solvent is C(C)(=O)OCC (ethyl acetate), CN(C)C=O (DMF). Reaction conditions: time 15 minute. Product: NC1=CC=C2C(=CN(C2=C1)C(C)C)C1=CC(=NN1CC)C#N (5-(6-Amino-1-isopropyl-1H-indol-3-yl)-1-ethyl-1H-pyrazole-3-carbonitrile). Isolated yield 109.3%. As a reaction SMILES: [CH2:1]([N:3]1[C:7]([C:8]2[C:16]3[C:11](=[CH:12][C:13]([N+:17]([O-])=O)=[CH:14][CH:15]=3)[N:10]([CH:20]([CH3:22])[CH3:21])[CH:9]=2)=[CH:6][C:5]([C:23]#[N:24])=[N:4]1)[CH3:2].O.O.[Sn](Cl)Cl.C(=O)(O)[O-].[Na+]>CN(C=O)C.C(OCC)(=O)C>[NH2:17][C:13]1[CH:12]=[C:11]2[C:16]([C:8]([C:7]3[N:3]([CH2:1][CH3:2])[N:4]=[C:5]([C:23]#[N:24])[CH:6]=3)=[CH:9][N:10]2[CH:20]([CH3:21])[CH3:22])=[CH:15][CH:14]=1 |f:1.2.3,4.5|. Procedure: Stir a solution of 1-Ethyl-5-(1-isopropyl-6-nitro-1H-indol-3-yl)-1H-pyrazole-3-carbonitrile (0.127 g, 0.393 mmol) and tin(II) chloride dihydrate (0.887 g, 3.93 mmol) in DMF (2.5 mL) at 70° C. for 1 h. After this time, Pour the reaction carefully into a stirring solution of saturated aqueous sodium bicarbonate (50 mL), diluted with ethyl acetate (50 mL) and stir for 15 min. Filter the resulting mixture through diatomaceous earth. Separate the organic layer of the filtrate and wash with water (3×5... The reactants are C(C)OC(=O)N1C(CCC1)=O (2-oxo-pyrollidine-carboxylic acid ethyl ester), [OH-].[Na+] (NaOH), CCO (EtOH). Run at time 3 hour. Yields the product O=C1NCCC1C(=O)O (2-Oxo-pyrrolidine-3-carboxylic acid). RXN SMILES: C(OC([N:6]1[CH2:10][CH2:9][CH2:8][C:7]1=[O:11])=O)C.[OH-:12].[Na+].C[CH2:15][OH:16]>>[O:11]=[C:7]1[CH:8]([C:15]([OH:16])=[O:12])[CH2:9][CH2:10][NH:6]1 |f:1.2|. Procedure details: To 0.50 g (3.18 mmol) 2-oxo-pyrollidine-carboxylic acid ethyl ester in 10 mL EtOH are added 5 mL aq. NaOH (1M) solution. The reaction mixture is stirred at r.t. for 3 h. The EtOH is removed in vacuo and the residue is diluted with water and acidified with aq. HCl (2M) solution. The resulting precipitate is filtered and dried. The reactants are C1=C(C=CS1)CNC1=C(C(=CC(=C1)C(=O)O)S(N)(=O)=O)C1=CC=CC=C1 (3-thenylamino-6-sulfamoyl-biphenyl-4-carboxylic acid), C(C1=CC=CC=C1)NC=1C=C(C(=CC1C(=O)O)S(N)(=O)=O)C1=CC=CC=C1 (3-benzylamino-6-sulfamoyl-biphenyl-4-carboxylic acid), ClC=1C=C(C(=CC1C(=O)O)S(N)(=O)=O)C1=CC=CC=C1 (3-chloro-6-sulfamoyl-biphenyl-4-carboxylic acid), ClC=1C=C(C(=CC1C(=O)O)S(N)(=O)=O)C1=CC=CC=C1 (3-chloro-6-sulfamoyl-biphenyl-4-carboxylic acid), C1(=CC=CS1)CN (thenylamine), C(C1=CC=CC=C1)N (benzylamine). Yields the product C(C1=CC=CO1)NC=1C=C(C(=CC1C(=O)O)S(N)(=O)=O)C1=CC=CC=C1 (3-Furfurylamino-6-sulfamoyl-biphenyl-4-carboxylic acid). Reaction SMILES: C1SC=CC=1CNC1C=C(C(O)=[O:15])C=C(S(=O)(=O)N)C=1C1C=CC=CC=1.ClC1C=C(C2C=CC=CC=2)C(S(=O)(=O)N)=CC=1C(O)=O.C1(CN)SC=CC=1.[CH2:54]([NH:61][C:62]1[CH:63]=[C:64]([C:75]2[CH:80]=[CH:79][CH:78]=[CH:77][CH:76]=2)[C:65]([S:71](=[O:74])(=[O:73])[NH2:72])=[CH:66][C:67]=1[C:68]([OH:70])=[O:69])[C:55]1[CH:60]=[CH:59][CH:58]=CC=1.C(N)C1C=CC=CC=1>>[CH2:54]([NH:61][C:62]1[CH:63]=[C:64]([C:75]2[CH:76]=[CH:77][CH:78]=[CH:79][CH:80]=2)[C:65]([S:71](=[O:73])(=[O:74])[NH2:72])=[CH:66][C:67]=1[C:68]([OH:70])=[O:69])[C:55]1[O:15][CH:58]=[CH:59][CH:60]=1. Procedure details: 3-thenylamino-6-sulfamoyl-biphenyl-4-carboxylic acid from 3-chloro-6-sulfamoyl-biphenyl-4-carboxylic acid and thenylamine; m.p. 214° - 216°C. (decomp.); yield 37% of theory; and 3-benzylamino-6-sulfamoyl-biphenyl-4-carboxylic acid from 3-chloro-6-sulfamoyl-biphenyl-4-carboxylic acid and benzylamine: m.p. 225° - 227°C. (decomp.); yield 53% of theory. Reactants: COC(=O)[C@H]1CN(C(C1)=O)C1=CC=C(C=C1)O ((R)-1-(4-hydroxy-phenyl)-5-oxo-pyrrolidine-3-carboxylic acid methyl ester), ClC=1C=C(CO)C=CC1 (3-chlorobenzylalcohol). Product: COC(=O)[C@H]1CN(C(C1)=O)C1=CC=C(C=C1)OCC1=CC(=CC=C1)Cl ((R)-1-[4-(3-chloro-benzyloxy)-phenyl]-5-oxo-pyrrolidine-3-carboxylic acid methyl ester). As a reaction SMILES: [CH3:1][O:2][C:3]([C@@H:5]1[CH2:9][C:8](=[O:10])[N:7]([C:11]2[CH:16]=[CH:15][C:14]([OH:17])=[CH:13][CH:12]=2)[CH2:6]1)=[O:4].[Cl:18][C:19]1[CH:20]=[C:21]([CH:24]=[CH:25][CH:26]=1)[CH2:22]O>>[CH3:1][O:2][C:3]([C@@H:5]1[CH2:9][C:8](=[O:10])[N:7]([C:11]2[CH:12]=[CH:13][C:14]([O:17][CH2:22][C:21]3[CH:24]=[CH:25][CH:26]=[C:19]([Cl:18])[CH:20]=3)=[CH:15][CH:16]=2)[CH2:6]1)=[O:4]. Reported procedure: In an analogous manner to that described in Example 28b), the alkylation of the (R)-1-(4-hydroxy-phenyl)-5-oxo-pyrrolidine-3-carboxylic acid methyl ester [Example 28a)] with 3-chlorobenzylalcohol yields the (R)-1-[4-(3-chloro-benzyloxy)-phenyl]-5-oxo-pyrrolidine-3-carboxylic acid methyl ester as a white solid. MS: m/e=360 (M+H)+. Reported procedure: To a mixture of rac-(4R,5S,6S)-1-benzyloxy-5,6-dihydroxy-1-azaspiro[3.5]nona-8-ene-2,7-dione (2) (44 mg, 0.152 mmol) and trimethylsilyl cyanide (186 μl, 1.368 mmol) at room temperature (cooled with water bath) was slowly added DABCO (2 mg, 0.015 mmol). The mixture was stirred at room temperature for 14 h and then concentrated under reduced pressure. The residue was purified by silica gel column chromatography (hexane-AcOEt, 5:1) to give rac-(4R,5S,6S,7S)-1-benzyloxy-7-cyano-5,6,7-tris(trimethyls... The yield is 638.1%. RXN SMILES: [CH2:1]([O:8][N:9]1[C:12]2([CH:17]=[CH:16][C:15](=[O:18])[CH:14]([OH:19])[CH:13]2[OH:20])[CH2:11][C:10]1=[O:21])[C:2]1[CH:7]=[CH:6][CH:5]=[CH:4][CH:3]=1.C[Si:23]([C:26]#N)([CH3:25])[CH3:24].C1N2C[CH2:35][N:30](CC2)C1>O>[CH2:1]([O:8][N:9]1[C:12]2([CH:17]=[CH:16][C:15]([C:35]#[N:30])([O:18][Si:23]([CH3:26])([CH3:25])[CH3:24])[CH:14]([O:19][Si:23]([CH3:26])([CH3:25])[CH3:24])[CH:13]2[O:20][Si:23]([CH3:24])([CH3:25])[CH3:26])[CH2:11][C:10]1=[O:21])[C:2]1[CH:7]=[CH:6][CH:5]=[CH:4][CH:3]=1. Reactants: C(C1=CC=CC=C1)ON1C(CC12C(C(C(C=C2)=O)O)O)=O (rac-(4R,5S,6S)-1-benzyloxy-5,6-dihydroxy-1-azaspiro[3.5]nona-8-ene-2,7-dione), C[Si](C)(C)C#N (trimethylsilyl cyanide), C1CN2CCN1CC2 (DABCO). Solvent: O (water). Conditions: time 14 hour. Product: C(C1=CC=CC=C1)ON1C(CC12C(C(C(C=C2)(O[Si](C)(C)C)C#N)O[Si](C)(C)C)O[Si](C)(C)C)=O (rac-(4R,5S,6S,7S)-1-benzyloxy-7-cyano-5,6,7-tris(trimethylsilyloxy)-1-azaspiro[3.5]nona-8-ene-2-one).